This data is from the Open Reaction Database (ORD), a public repository of structured organic reaction records. The task is: describe an organic reaction: reactants, conditions, products, and yield The solvent is C(C)(=O)OCC (ethyl acetate), C(C)(=O)OCC (ethyl acetate). Reported procedure: To a solution of N-[(R)-1-[3-(1-tert-butoxycarbonyl-4-piperidyl)-(E)-acryloyl]-3-piperidylcarbonyl]-β-alanine ethyl ester (0.8 g) in ethyl acetate (8 ml) was added 4N HCl in ethyl acetate (4.3 ml) at 0° C., and the reaction mixture was stirred for 2 hours at room temperature. The reaction mixture was concentrated in vacuo, and resolved in water, neutralized with saturated aqueous NaHCO3, desalted by using the resin of HP-20 eluting with isopropanol-H2O (1:1), then freeze-dried to give N-[(R)-1-[... RXN SMILES: [CH2:1]([O:3][C:4](=[O:33])[CH2:5][CH2:6][NH:7][C:8]([C@@H:10]1[CH2:15][CH2:14][CH2:13][N:12]([C:16](=[O:32])/[CH:17]=[CH:18]/[CH:19]2[CH2:24][CH2:23][N:22](C(OC(C)(C)C)=O)[CH2:21][CH2:20]2)[CH2:11]1)=[O:9])[CH3:2].Cl>C(OCC)(=O)C>[CH2:1]([O:3][C:4](=[O:33])[CH2:5][CH2:6][NH:7][C:8]([C@@H:10]1[CH2:15][CH2:14][CH2:13][N:12]([C:16](=[O:32])/[CH:17]=[CH:18]/[CH:19]2[CH2:20][CH2:21][NH:22][CH2:23][CH2:24]2)[CH2:11]1)=[O:9])[CH3:2]. Yield: 72.9%. Yields the product C(C)OC(CCNC(=O)[C@H]1CN(CCC1)C(\C=C\C1CCNCC1)=O)=O (N-[(R)-1-[3-(4-piperidyl)-(E)-acryloyl]-3-piperidylcarbonyl]-β-alanine ethyl ester). Conditions: time 2 hour. Starting materials: C(C)OC(CCNC(=O)[C@H]1CN(CCC1)C(\C=C\C1CCN(CC1)C(=O)OC(C)(C)C)=O)=O (N-[(R)-1-[3-(1-tert-butoxycarbonyl-4-piperidyl)-(E)-acryloyl]-3-piperidylcarbonyl]-β-alanine ethyl ester), Cl (HCl). The reactants are [N+](=O)([O-])C=1C=C(C=CC1)C(C)O (1-(3-nitrophenyl)ethanol), Br (HBr). Run in C(C)(=O)O (acetic acid), C(Cl)Cl (DCM), C(C)(=O)O (acetic acid). Conditions: time 5 day. The product is BrC(C)C1=CC(=CC=C1)[N+](=O)[O-] (1-(1-bromoethyl)-3-nitrobenzene). As a reaction SMILES: [N+:1]([C:4]1[CH:5]=[C:6]([CH:10](O)[CH3:11])[CH:7]=[CH:8][CH:9]=1)([O-:3])=[O:2].[BrH:13]>C(O)(=O)C.C(Cl)Cl>[Br:13][CH:10]([C:6]1[CH:7]=[CH:8][CH:9]=[C:4]([N+:1]([O-:3])=[O:2])[CH:5]=1)[CH3:11]. Reported procedure: 26.15 g (156 mmol) of 1-(3-nitrophenyl)ethanol are dissolved in 130 ml of glacial acetic acid, and 55 ml (313 mmol) of 33% HBr in glacial acetic acid are added dropwise with ice cooling. The reaction mixture is stirred at room temperature for 5 days. The mixture is subsequently diluted with 300 ml of DCM, washed with 3×200 ml of H2O and 200 ml of saturated NaHCO3 solution, dried over sodium sulfate and evaporated to dryness, and the residue is crystallised from petroleum ether. Product: NC(=O)c1ccc(S)cc1. RXN SMILES: [CH2:18]([O:19][C:20]([Cl:21])=[O:22])[CH:23]([CH3:24])[CH3:25].[CH3:11][N:12]1[CH2:13][CH2:14][O:15][CH2:16][CH2:17]1.[CH3:26][O:27][CH2:28][CH2:29][O:30][CH3:31].[SH:1][c:2]1[cH:3][cH:4][c:5]([C:6](=[O:7])[OH:8])[cH:9][cH:10]1>>[SH:1][c:2]1[cH:3][cH:4][c:5]([C:6](=[O:7])[NH2:12])[cH:9][cH:10]1. Starting materials: CC(C)COC(=O)Cl, CN1CCOCC1, COCCOC, O=C(O)c1ccc(S)cc1. Reactants: O (water), C([O-])([O-])=O.[K+].[K+] (potassium carbonate), BrC(CCC#N)C (4-bromovaleronitrile), CNCCC1=CC(=C(C=C1)OC)OC (N-methyl-(2-(3,4-dimethoxyphenyl)ethyl)amine). The solvent is CN(C=O)C (N,N-dimethylformamide). Product: CN(CCCCCN)CCC1=CC(=C(C=C1)OC)OC (N-Methyl-N-(2-(3,4-dimethoxyphenyl)ethyl)-1,5-diaminopentane). The yield is 55.0%. Reaction SMILES: [CH3:1][NH:2][CH2:3][CH2:4][C:5]1[CH:10]=[CH:9][C:8]([O:11][CH3:12])=[C:7]([O:13][CH3:14])[CH:6]=1.C(=O)([O-])[O-].[K+].[K+].Br[CH:22]([CH3:27])[CH2:23][CH2:24][C:25]#[N:26].O>CN(C)C=O>[CH3:1][N:2]([CH2:3][CH2:4][C:5]1[CH:10]=[CH:9][C:8]([O:11][CH3:12])=[C:7]([O:13][CH3:14])[CH:6]=1)[CH2:27][CH2:22][CH2:23][CH2:24][CH2:25][NH2:26] |f:1.2.3|. Procedure details: 2.5 g of N-methyl-(2-(3,4-dimethoxyphenyl)ethyl)amine was dissolved in 25 ml of N,N-dimethylformamide, followed by the addition of 1.95 g of anhydrous potassium carbonate and 1.65 ml of 4-bromovaleronitrile. The obtained mixture was reacted at a room temperature for 16 hours, followed by the addition of water. The obtained mixture was extracted with ethyl acetate. The ethyl acetate layer was washed with water and a saturated aqueous solution of common salt, dried over anhydrous potassium carbona... Reaction SMILES: C([Li:5])CCC.[CH2:6]([C:10]1[CH2:14][CH:13]=[CH:12][CH:11]=1)[CH2:7][CH2:8][CH3:9]>CCCCCC.O1CCCC1>[CH2:6]([C:10]1([Li:5])[CH:14]=[CH:13][CH:12]=[CH:11]1)[CH2:7][CH2:8][CH3:9]. Isolated yield 70.0%. Procedure: The solution of 36.7 ml (0.09 mol) n-butyl lithium in 2.5 M hexane solution was slowly dropped into the solution of 11.0 g (0.09 mol) of n-butyl cyclopentadiene in 100 ml of tetrahydrofuran (THF) while being cooled with ice bath and stirred. After completion of dropping, the stirring was continued for 1 hours to yield a white clouding solution of n-butyl cyclopentadienyl lithium. The solvent is CCCCCC (hexane), O1CCCC1 (tetrahydrofuran). Starting materials: C(CCC)[Li] (n-butyl lithium), C(CCC)C1=CC=CC1 (n-butyl cyclopentadiene). Product: C(CCC)C1(C=CC=C1)[Li] (n-butyl cyclopentadienyl lithium). Reaction conditions: time 1 hour. Starting materials: O=C1OC(Cl)c2ccccc21, Cl, [H][H], Cc1ccccc1C. Product: O=C1OCc2ccccc21. As a reaction SMILES: [Cl:1][CH:2]1[O:3][C:4](=[O:5])[c:6]2[cH:7][cH:8][cH:9][cH:10][c:11]21.[ClH:14].[H:12][H:13].[c:15]1([CH3:16])[c:17]([CH3:18])[cH:19][cH:20][cH:21][cH:22]1>>[CH2:2]1[O:3][C:4](=[O:5])[c:6]2[cH:7][cH:8][cH:9][cH:10][c:11]21.